describe an organic reaction: reactants, conditions, products, and yield From a dataset of the Open Reaction Database (ORD), a public repository of structured organic reaction records. Starting materials: C(=O)[C@H]1C[C@H]2[C@@H]3CCC([C@@]3(C)CC[C@@H]2[C@]2(CCC(CC12)=O)C)=O (6α-formylandrostane-3,17-dione), Na2HPO4, [O-][Mn](=O)(=O)=O.[K+] (KMnO4). Conditions: time 5 minute. Yields the product C(=O)(O)[C@H]1C[C@H]2[C@@H]3CCC([C@@]3(C)CC[C@@H]2[C@]2(CCC(CC12)=O)C)=O (6α-carboxyandrostane-3,17-dione). Yield: 96.0%. As a reaction SMILES: [CH:1]([C@@H:3]1[CH:20]2[C@:15]([CH3:22])([CH2:16][CH2:17][C:18](=[O:21])[CH2:19]2)[C@@H:14]2[C@H:5]([C@H:6]3[C@@:10]([CH2:12][CH2:13]2)([CH3:11])[C:9](=[O:23])[CH2:8][CH2:7]3)[CH2:4]1)=[O:2].[O-:24][Mn](=O)(=O)=O.[K+]>>[C:1]([C@@H:3]1[CH:20]2[C@:15]([CH3:22])([CH2:16][CH2:17][C:18](=[O:21])[CH2:19]2)[C@@H:14]2[C@H:5]([C@H:6]3[C@@:10]([CH2:12][CH2:13]2)([CH3:11])[C:9](=[O:23])[CH2:8][CH2:7]3)[CH2:4]1)([OH:24])=[O:2] |f:1.2|. Procedure details: To a stirred suspension of 6α-formylandrostane-3,17-dione (1.77 g) in t-ButOH (35 mL) and 5% aqueous Na2HPO4 solution (21.5 mL), 1N aqueous KMnO4 (35 mL) was added. After 5 minutes at room temperature, the mixture was quenched by addition of 40% aqueous NaHSO3 solution. The suspension was filtered, washed with H2O and the filtrate was freeze-dried. The residue was taken up with H2O (50 mL) and extracted with EtOAc (4×70 mL). The combined organic extracts were dried over Na2SO4 and evaporated to ... Reactants: Cc1ccccc1, CC(C)NC(C)C, Cc1cccc(NC(=O)CCl)c1, FC(F)(F)c1cccnc1N1CCNCC1. The product is Cc1cccc(NC(=O)CN2CCN(c3ncccc3C(F)(F)F)CC2)c1. RXN SMILES: [CH3:36][c:37]1[cH:38][cH:39][cH:40][cH:41][cH:42]1.[CH:13]([NH:14][CH:15]([CH3:16])[CH3:17])([CH3:18])[CH3:19].[Cl:1][CH2:2][C:3](=[O:4])[NH:5][c:6]1[cH:7][c:8]([CH3:12])[cH:9][cH:10][cH:11]1.[F:20][C:21]([c:22]1[c:23]([N:28]2[CH2:29][CH2:30][NH:31][CH2:32][CH2:33]2)[n:24][cH:25][cH:26][cH:27]1)([F:34])[F:35]>>[CH2:2]([C:3](=[O:4])[NH:5][c:6]1[cH:7][c:8]([CH3:12])[cH:9][cH:10][cH:11]1)[N:31]1[CH2:30][CH2:29][N:28]([c:23]2[c:22]([C:21]([F:20])([F:34])[F:35])[cH:27][cH:26][cH:25][n:24]2)[CH2:33][CH2:32]1. Reaction SMILES: [CH2:27]1[CH2:28][CH2:29][NH:30][CH2:31][CH2:32]1.[CH3:16][C:17]([CH2:18][C:19]([CH3:20])=[O:21])=[O:22].[CH3:23][C:24](=[O:25])[OH:26].[Cl:33][CH2:34][Cl:35].[F:1][C:2]([c:3]1[c:4]([CH:5]=[O:6])[cH:7][cH:8][c:9]([N+:11](=[O:12])[O-:13])[cH:10]1)([F:14])[F:15]>>[F:1][C:2]([c:3]1[c:4]([CH:5]=[C:18]([C:17]([CH3:16])=[O:22])[C:19]([CH3:20])=[O:21])[cH:7][cH:8][c:9]([N+:11](=[O:12])[O-:13])[cH:10]1)([F:14])[F:15]. The reactants are C1CCNCC1, CC(=O)CC(C)=O, CC(=O)O, ClCCl, O=Cc1ccc([N+](=O)[O-])cc1C(F)(F)F. Product: CC(=O)C(=Cc1ccc([N+](=O)[O-])cc1C(F)(F)F)C(C)=O. The reactants are ClCCl, CC(C)(C)OC(=O)NC1CCC(c2cccc(F)c2F)CN(CC(F)(F)F)C1=O, O=C(O)C(F)(F)F. Product: NC1CCC(c2cccc(F)c2F)CN(CC(F)(F)F)C1=O. RXN SMILES: [Cl:37][CH2:38][Cl:39].[F:8][c:9]1[c:10]([CH:16]2[CH2:17][CH2:18][CH:19]([NH:29][C:30](=[O:31])[O:32][C:33]([CH3:34])([CH3:35])[CH3:36])[C:20](=[O:28])[N:21]([CH2:23][C:24]([F:25])([F:26])[F:27])[CH2:22]2)[cH:11][cH:12][cH:13][c:14]1[F:15].[OH:1][C:2]([C:3]([F:4])([F:5])[F:6])=[O:7]>>[F:8][c:9]1[c:10]([CH:16]2[CH2:17][CH2:18][CH:19]([NH2:29])[C:20](=[O:28])[N:21]([CH2:23][C:24]([F:25])([F:26])[F:27])[CH2:22]2)[cH:11][cH:12][cH:13][c:14]1[F:15]. Reactants: Cc1ccc(-n2nc(C(C)(C)C)cc2N)cc1, CCOC(C)=O, O=C(Cl)OCC(Cl)(Cl)Cl, [Na+], [OH-], O. Yields the product Cc1ccc(-n2nc(C(C)(C)C)cc2NC(=O)OCC(Cl)(Cl)Cl)cc1. Reaction SMILES: [C:1]([CH3:2])([CH3:3])([CH3:4])[c:5]1[cH:6][c:7]([NH2:17])[n:8](-[c:10]2[cH:11][cH:12][c:13]([CH3:16])[cH:14][cH:15]2)[n:9]1.[CH3:30][CH2:31][O:32][C:33](=[O:34])[CH3:35].[Cl:20][C:21]([CH2:22][O:23][C:24](=[O:25])[Cl:26])([Cl:27])[Cl:28].[Na+:19].[OH-:18].[OH2:29]>>[C:1]([CH3:2])([CH3:3])([CH3:4])[c:5]1[cH:6][c:7]([NH:17][C:24]([O:23][CH2:22][C:21]([Cl:20])([Cl:27])[Cl:28])=[O:25])[n:8](-[c:10]2[cH:11][cH:12][c:13]([CH3:16])[cH:14][cH:15]2)[n:9]1.